Dataset: the Open Reaction Database (ORD), a public repository of structured organic reaction records. Task: describe an organic reaction: reactants, conditions, products, and yield Yields the product CCCCCCSCCCCCCCCCCC1c2ccc(O)cc2CCC1c1ccc(F)cc1. As a reaction SMILES: [B:1]([Br:2])([Br:3])[Br:4].[CH2:41]([Cl:42])[Cl:43].[F:5][c:6]1[cH:7][cH:8][c:9]([CH:12]2[CH:13]([CH2:24][CH2:25][CH2:26][CH2:27][CH2:28][CH2:29][CH2:30][CH2:31][CH2:32][CH2:33][S:34][CH2:35][CH2:36][CH2:37][CH2:38][CH2:39][CH3:40])[c:14]3[cH:15][cH:16][c:17]([O:22][CH3:23])[cH:18][c:19]3[CH2:20][CH2:21]2)[cH:10][cH:11]1>>[F:5][c:6]1[cH:7][cH:8][c:9]([CH:12]2[CH:13]([CH2:24][CH2:25][CH2:26][CH2:27][CH2:28][CH2:29][CH2:30][CH2:31][CH2:32][CH2:33][S:34][CH2:35][CH2:36][CH2:37][CH2:38][CH2:39][CH3:40])[c:14]3[cH:15][cH:16][c:17]([OH:22])[cH:18][c:19]3[CH2:20][CH2:21]2)[cH:10][cH:11]1. Starting materials: BrB(Br)Br, ClCCl, CCCCCCSCCCCCCCCCCC1c2ccc(OC)cc2CCC1c1ccc(F)cc1.